Dataset: the Open Reaction Database (ORD), a public repository of structured organic reaction records. Task: describe an organic reaction: reactants, conditions, products, and yield Reactants: O=C1N(C(C2=CC=CC=C12)=O)C1=CC(=C(C#N)C=C1)S(F)(F)(F)(F)F (4-(1,3-Dioxo-1,3-dihydroisoindol-2-yl)-2-pentafluorosulfanylbenzonitrile), C(C)O (ethanol), O.NN (hydrazine hydrate). Conditions: time 8 hour. The product is NC1=CC(=C(C#N)C=C1)S(F)(F)(F)(F)F (4-Amino-2-pentafluorosulfanylbenzonitrile), C(C)N(C(C=1C(C(=O)N)=CC=CC1)=O)C1=CC(=C(C=C1)C#N)S(F)(F)(F)(F)F (N-(4-cyano-3-pentafluorosulfanylphenyl)phthalamide ethyl ester). As a reaction SMILES: [O:1]=[C:2]1[C:10]2[C:5](=[CH:6][CH:7]=[CH:8][CH:9]=2)[C:4](=[O:11])[N:3]1[C:12]1[CH:19]=[CH:18][C:15]([C:16]#[N:17])=[C:14]([S:20]([F:25])([F:24])([F:23])([F:22])[F:21])[CH:13]=1.O.[NH2:27]N.[CH2:29](O)[CH3:30]>>[NH2:3][C:12]1[CH:19]=[CH:18][C:15]([C:16]#[N:17])=[C:14]([S:20]([F:25])([F:21])([F:22])([F:23])[F:24])[CH:13]=1.[CH2:29]([N:3]([C:12]1[CH:19]=[CH:18][C:15]([C:16]#[N:17])=[C:14]([S:20]([F:24])([F:25])([F:21])([F:22])[F:23])[CH:13]=1)[C:4](=[O:11])[C:5]1[C:10](=[CH:9][CH:8]=[CH:7][CH:6]=1)[C:2]([NH2:27])=[O:1])[CH3:30] |f:1.2|. Procedure details: 610 mg (1.63 mmol) of 4-(1,3-dioxo-1,3-dihydroisoindol-2-yl)-2-pentafluorosulfanylbenzonitrile 51.8 were dissolved in 30 ml of ethanol and admixed with 100 mg (1.956 mmol) of hydrazine hydrate (100%). The mixture was stirred at room temperature overnight. Thereafter, the mixture was concentrated under reduced pressure and the residue was purified by chromatography (preparative HPLC; Purospher STAR RP-18e (10 μm); eluent: acetonitrile/water (0.5% trifluoroacetic acid) 5/95→95/5 [45 min.]). 4-Amin... Reactants: CCOC(C)=O, COC(=O)Cc1ccc(Oc2cc3c(cc2[N+](=O)[O-])nc(C)n3COCC[Si](C)(C)C)c(Cl)c1, [Na+], O=C([O-])O, O, O, Cl[Sn](Cl)(Cl)Cl. Yields the product COC(=O)Cc1ccc(Oc2cc3c(cc2N)nc(C)n3COCC[Si](C)(C)C)c(Cl)c1. RXN SMILES: [CH3:42][CH2:43][O:44][C:45](=[O:46])[CH3:47].[Cl:1][c:2]1[cH:3][c:4]([CH2:30][C:31](=[O:32])[O:33][CH3:34])[cH:5][cH:6][c:7]1[O:8][c:9]1[cH:10][c:11]2[c:12]([n:13][c:14]([CH3:24])[n:15]2[CH2:16][O:17][CH2:18][CH2:19][Si:20]([CH3:21])([CH3:22])[CH3:23])[cH:25][c:26]1[N+:27]([O-:28])=[O:29].[Na+:52].[O-:48][C:49]([OH:50])=[O:51].[OH2:35].[OH2:36].[Sn:37]([Cl:38])([Cl:39])([Cl:40])[Cl:41]>>[Cl:1][c:2]1[cH:3][c:4]([CH2:30][C:31](=[O:32])[O:33][CH3:34])[cH:5][cH:6][c:7]1[O:8][c:9]1[cH:10][c:11]2[c:12]([n:13][c:14]([CH3:24])[n:15]2[CH2:16][O:17][CH2:18][CH2:19][Si:20]([CH3:21])([CH3:22])[CH3:23])[cH:25][c:26]1[NH2:27]. Starting materials: C(C)(C)(C)OC(N(C)CCNC(C1=CC(=C(C=C1)CN(C)C)OC=1C=NC=CC1)=O)=O ({2-[4-dimethylaminomethyl-3-(pyridin-3-yloxy)-benzoylamino]-ethyl}-methyl-carbamic acid tert-butylester), FC(C(=O)O)(F)F (trifluoroacetic acid). The solvent is C(Cl)Cl (CH2Cl2). Run at time 16 hour. Yields the product CN(C)CC1=C(C=C(C(=O)NCCNC)C=C1)OC=1C=NC=CC1 (4-Dimethylaminomethyl-N-(2-methylamino-ethyl)-3-(pyridin-3-yloxy)-benzamide). The yield is 68.2%. Reaction SMILES: C(O[C:6](=O)[N:7]([CH2:9][CH2:10][NH:11][C:12](=[O:30])[C:13]1[CH:18]=[CH:17][C:16]([CH2:19][N:20]([CH3:22])[CH3:21])=[C:15]([O:23][C:24]2[CH:25]=[N:26][CH:27]=[CH:28][CH:29]=2)[CH:14]=1)C)(C)(C)C.FC(F)(F)C(O)=O>C(Cl)Cl>[CH3:21][N:20]([CH2:19][C:16]1[CH:17]=[CH:18][C:13]([C:12]([NH:11][CH2:10][CH2:9][NH:7][CH3:6])=[O:30])=[CH:14][C:15]=1[O:23][C:24]1[CH:25]=[N:26][CH:27]=[CH:28][CH:29]=1)[CH3:22]. Procedure details: To a solution of {2-[4-dimethylaminomethyl-3-(pyridin-3-yloxy)-benzoylamino]-ethyl}-methyl-carbamic acid tert-butylester (250 mg, 0.58 mmol) in CH2Cl2 (3 mL) was added trifluoroacetic acid (1 mL). The reaction was allowed to stir at rt for 16 h and then concentrated under reduced pressure. The residue was dissolved in CH2Cl2 (50 mL), washed with 1 M NaOH (15 mL), dried (Na2SO4), and concentrated under reduced pressure. FCC purification (MeOH/CH2Cl2) provided the desired product (0.13 g, 68%) as ... Reactants: C(C1=CN=CC=C1)(=S)N (thionicotinamide), BrCC(=O)C1=CC=C(C(=O)OCC)C=C1 (ethyl 4-bromoacetylbenzoate). The product is Br.N1=CC(=CC=C1)C=1SC=C(N1)C1=CC=C(C(=O)OCC)C=C1 (ethyl 4-[2-(3-pyridyl)-4-thiazolyl]benzoate hydrobromide). Isolated yield 67.0%. As a reaction SMILES: [C:1]([NH2:9])(=[S:8])[C:2]1[CH:7]=[CH:6][CH:5]=[N:4][CH:3]=1.[Br:10][CH2:11][C:12]([C:14]1[CH:24]=[CH:23][C:17]([C:18]([O:20][CH2:21][CH3:22])=[O:19])=[CH:16][CH:15]=1)=O>>[BrH:10].[N:4]1[CH:5]=[CH:6][CH:7]=[C:2]([C:1]2[S:8][CH:11]=[C:12]([C:14]3[CH:24]=[CH:23][C:17]([C:18]([O:20][CH2:21][CH3:22])=[O:19])=[CH:16][CH:15]=3)[N:9]=2)[CH:3]=1 |f:2.3|. Procedure details: In the same manner as in Example 28, thionicotinamide was reacted with ethyl 4-bromoacetylbenzoate to obtain ethyl 4-[2-(3-pyridyl)-4-thiazolyl]benzoate hydrobromide. The product was recrystallized from ethanol. Yield: 67%. Pale yellow prisms. Melting point: 234 to 236° C. Starting materials: CC(C)C[Al+]CC(C)C, Cc1ccccc1, CCOC(=O)C=CC#Cc1ccc(C(F)(F)F)cc1, [H-], Cc1ccccc1. Product: OCC=CC#Cc1ccc(C(F)(F)F)cc1. RXN SMILES: [CH2:28]([Al+:29][CH2:30][CH:31]([CH3:32])[CH3:33])[CH:34]([CH3:35])[CH3:36].[CH3:37][c:38]1[cH:39][cH:40][cH:41][cH:42][cH:43]1.[F:1][C:2]([c:3]1[cH:4][cH:5][c:6]([C:9]#[C:10][CH:11]=[CH:12][C:13](=[O:14])[O:15][CH2:16][CH3:17])[cH:7][cH:8]1)([F:18])[F:19].[H-:27].[c:20]1([CH3:21])[cH:22][cH:23][cH:24][cH:25][cH:26]1>>[F:1][C:2]([c:3]1[cH:4][cH:5][c:6]([C:9]#[C:10][CH:11]=[CH:12][CH2:13][OH:14])[cH:7][cH:8]1)([F:18])[F:19]. The reactants are O1CCCC1 (tetrahydrofuran), COC=1C=C2C=CC=NC2=CC1C=O (6-methoxyquinoline-7-carbaldehyde), CC(C)([O-])C.[K+] (potassium t-butoxide), O1CCCC1 (tetrahydrofuran), [Cl-].COC[P+](C1=CC=CC=C1)(C1=CC=CC=C1)C1=CC=CC=C1 ((methoxymethyl)triphenylphosphonium chloride). The solvent is C(C)(=O)OCC (ethyl acetate). Conditions: time 10 minute. Product: COC=1C=C2C=CC=NC2=CC1C=COC (6-methoxy-7-(2-methoxyvinyl)quinoline). Reaction SMILES: CC(C)([O-])C.[K+].[O:7]1[CH2:11]CC[CH2:8]1.[Cl-].COC[P+](C1C=CC=CC=1)(C1C=CC=CC=1)C1C=CC=CC=1.[CH3:35][O:36][C:37]1[CH:38]=[C:39]2[C:44](=[CH:45][C:46]=1[CH:47]=O)[N:43]=[CH:42][CH:41]=[CH:40]2>C(OCC)(=O)C>[CH3:35][O:36][C:37]1[CH:38]=[C:39]2[C:44](=[CH:45][C:46]=1[CH:47]=[CH:8][O:7][CH3:11])[N:43]=[CH:42][CH:41]=[CH:40]2 |f:0.1,3.4|. Reported procedure: While cooling on ice, 0.82 g of potassium t-butoxide was added to 20 ml of a tetrahydrofuran suspension containing 2.50 g of (methoxymethyl)triphenylphosphonium chloride under nitrogen atmosphere. The obtained mixture was then stirred at the same temperature for 10 minutes. Thereafter, 3 ml of a tetrahydrofuran solution containing 545 mg of 6-methoxyquinoline-7-carbaldehyde was added to the reaction solution while cooling on ice, and the obtained mixture was then stirred at the same temperature ... Starting materials: Br (hydrobromic acid), compound, COC=1C=C2CCN(CC2=CC1)CCCCCCCC (6-Methoxy-2-n-octyl-1,2,3,4-tetrahydroisoquinoline). The solvent is C(C)(=O)O (acetic acid). The product is Br.OC=1C=C2CCN(CC2=CC1)CCCCCCCC (6-Hydroxy-2-n-octyl-1,2,3,4-tetrahydroisoquinoline hydrobromide). As a reaction SMILES: C[O:2][C:3]1[CH:4]=[C:5]2[C:10](=[CH:11][CH:12]=1)[CH2:9][N:8]([CH2:13][CH2:14][CH2:15][CH2:16][CH2:17][CH2:18][CH2:19][CH3:20])[CH2:7][CH2:6]2.[BrH:21]>C(O)(=O)C>[BrH:21].[OH:2][C:3]1[CH:4]=[C:5]2[C:10](=[CH:11][CH:12]=1)[CH2:9][N:8]([CH2:13][CH2:14][CH2:15][CH2:16][CH2:17][CH2:18][CH2:19][CH3:20])[CH2:7][CH2:6]2 |f:3.4|. Procedure details: 5.8 g of the compound prepared under (b) are heated under reflux for 16 hours with a mixture of 100 ml of glacial acetic acid and 48% strength aqueous hydrobromic acid in the volume ratio 1:1. After cooling, the acid mixture is distilled off under waterpump vacuum, and the residue is boiled with a little ethanol. On cooling and scratching, 4.0 g of colorless crystals crystallize out (47% of theory over all stages), melting point: 165-166°.